From a dataset of the Open Reaction Database (ORD), a public repository of structured organic reaction records. describe an organic reaction: reactants, conditions, products, and yield Product: NC=1N=C2N(C=C(C=C2)C(C2=CC=C(C=C2)F)=O)C1C1=C(C=C(C=C1)C(F)(F)F)F (2-Amino-3-(2-fluoro-4-trifluoromethylphenyl)-6-(4-fluorobenzoyl)-imidazo[1,2-a]pyridine). Run in CC(OCC)=O (EA). Procedure details: The 2-trifluoroacetamido-3-(2-fluoro-4-trifluoromethylphenyl)-6-(4-fluorobenzoyl)-imidazo[1,2-a]pyridine (6.75 g, 13.2 mmol) was converted to product in a manner substantially analogous to Example 67 to yield 4.66 g. (85%). EA, MS(FD). Reactants: FC(C(=O)NC=1N=C2N(C=C(C=C2)C(C2=CC=C(C=C2)F)=O)C1C1=C(C=C(C=C1)C(F)(F)F)F)(F)F (2-trifluoroacetamido-3-(2-fluoro-4-trifluoromethylphenyl)-6-(4-fluorobenzoyl)-imidazo[1,2-a]pyridine). As a reaction SMILES: FC(F)(F)C([NH:5][C:6]1[N:7]=[C:8]2[CH:13]=[CH:12][C:11]([C:14](=[O:22])[C:15]3[CH:20]=[CH:19][C:18]([F:21])=[CH:17][CH:16]=3)=[CH:10][N:9]2[C:23]=1[C:24]1[CH:29]=[CH:28][C:27]([C:30]([F:33])([F:32])[F:31])=[CH:26][C:25]=1[F:34])=O>CC(=O)OCC>[NH2:5][C:6]1[N:7]=[C:8]2[CH:13]=[CH:12][C:11]([C:14](=[O:22])[C:15]3[CH:16]=[CH:17][C:18]([F:21])=[CH:19][CH:20]=3)=[CH:10][N:9]2[C:23]=1[C:24]1[CH:29]=[CH:28][C:27]([C:30]([F:33])([F:31])[F:32])=[CH:26][C:25]=1[F:34]. Starting materials: ClCCCC(=O)Cl (γ-chlorobutyryl chloride), NC1=CC(=C(C=C1Cl)Cl)N (1,3-diamino-4,6-dichlorobenzene), N1=CC=CC=C1 (pyridine). Solvent: C(Cl)(Cl)Cl (chloroform), C(Cl)(Cl)Cl (chloroform). Reaction conditions: time 2 hour. Product: NC=1C=C(C(=CC1Cl)Cl)NC(CCCCl)=O (N-(3-Amino-4,6-dichlorophenyl)-γ-chlorobutyramide). As a reaction SMILES: [Cl:1][CH2:2][CH2:3][CH2:4][C:5](Cl)=[O:6].[NH2:8][C:9]1[C:14]([Cl:15])=[CH:13][C:12]([Cl:16])=[C:11]([NH2:17])[CH:10]=1.N1C=CC=CC=1>C(Cl)(Cl)Cl>[NH2:8][C:9]1[CH:10]=[C:11]([NH:17][C:5](=[O:6])[CH2:4][CH2:3][CH2:2][Cl:1])[C:12]([Cl:16])=[CH:13][C:14]=1[Cl:15]. Reported procedure: 14.1 g (0.10 mol) of γ-chlorobutyryl chloride in 50 ml of chloroform are added dropwise in the course of 1 hour, at 10°-15° C., to a solution of 17.7 g (0.10 mol) of 1,3-diamino-4,6-dichlorobenzene and 8.7 g (0.11 mol) of pyridine in 500 ml of chloroform. The mixture is then stirred for 2 hours at room temperature, the solution is washed with water and filtered through 40 g of silica gel and the filtrate is concentrated. The resulting product is recrystallised from hexane/toluene. Yield: 13.5 g;... Reactants: one, five, C(=O)OCC (ethyl formate), BrC1=CC=C(C=C1)CCC(=O)C1CCCCC1 (3-(4-Bromophenyl)-1-cyclohexylpropan-1-one), [H-].[Na+] (sodium hydride). Run in C1CCOC1 (THF). Yields the product BrC1=CC=C(CC(C=O)C(=O)C2CCCCC2)C=C1 (2-(4-Bromobenzyl)-3-cyclohexyl-3-oxopropanal). Reaction SMILES: [Br:1][C:2]1[CH:7]=[CH:6][C:5]([CH2:8][CH2:9][C:10]([CH:12]2[CH2:17][CH2:16][CH2:15][CH2:14][CH2:13]2)=[O:11])=[CH:4][CH:3]=1.[H-].[Na+].[CH:20](OCC)=[O:21]>C1COCC1>[Br:1][C:2]1[CH:3]=[CH:4][C:5]([CH2:8][CH:9]([C:10]([CH:12]2[CH2:17][CH2:16][CH2:15][CH2:14][CH2:13]2)=[O:11])[CH:20]=[O:21])=[CH:6][CH:7]=1 |f:1.2|. Reported procedure: To a solution of 2.84 g 3-(4-bromophenyl)-1-cyclohexylpropan-1-one from Step B above in 50 mL anhydrous THF was added 1.15 g 60% sodium hydride followed by one 6.2 mL and five 3.2 mL portions of ethyl formate over one day. The resulting mixture was stirred at room temperature under nitrogen for another day. The solvent was removed under reduced pressure and the residue was partitioned between cold 0.1 N HCl and ether. The combined ether extract was washed with water (2×), 5% NaHCO3 (3×), water, ... Reactants: ClC=1C=C2C(C(NC2=CC1)=O)(C1=C(C=CC=C1)OC)CC(=O)O ([5-chloro-3-(2-methoxyphenyl)-2-oxo-2,3-dihydro-1H-indol-3-yl]acetic acid), N1(CCNCC1)C=1N=NC=CC1 (3-piperazin-1-yl pyridazin). Yields the product ClC=1C=C2C(C(NC2=CC1)=O)(CC(N1CCN(CC1)C=1N=NC=CC1)=O)C1=C(C=CC=C1)OC (5-chloro-3-(2-methoxyphenyl)-3-[2-oxo-2-(4-pyridazin-3-ylpiperazin-1-yl)ethyl]-1,3-dihydro-2H-indol-2-one). Isolated yield 34.3%. As a reaction SMILES: [Cl:1][C:2]1[CH:3]=[C:4]2[C:8](=[CH:9][CH:10]=1)[NH:7][C:6](=[O:11])[C:5]2([CH2:20][C:21](O)=[O:22])[C:12]1[CH:17]=[CH:16][CH:15]=[CH:14][C:13]=1[O:18][CH3:19].[N:24]1([C:30]2[N:31]=[N:32][CH:33]=[CH:34][CH:35]=2)[CH2:29][CH2:28][NH:27][CH2:26][CH2:25]1>>[Cl:1][C:2]1[CH:3]=[C:4]2[C:8](=[CH:9][CH:10]=1)[NH:7][C:6](=[O:11])[C:5]2([C:12]1[CH:17]=[CH:16][CH:15]=[CH:14][C:13]=1[O:18][CH3:19])[CH2:20][C:21](=[O:22])[N:27]1[CH2:28][CH2:29][N:24]([C:30]2[N:31]=[N:32][CH:33]=[CH:34][CH:35]=2)[CH2:25][CH2:26]1. Procedure: With 800 mg of [5-chloro-3-(2-methoxyphenyl)-2-oxo-2,3-dihydro-1H-indol-3-yl]acetic acid, which is the compound described in Preparation 1.1 of the brochure Publication No. WO03/008407, and 677 mg of 3-piperazin-1-yl pyridazin as starting materials, 395 mg of the title compound (colorless solid) was obtained by a similar method to Step 45-1. Starting materials: CS(C)=O, C[S+](C)C, O=Cc1ccccc1Cl, [I-], [Na+], C1CCOC1, [OH-], O. Product: Clc1ccccc1C1CO1. As a reaction SMILES: [CH3:3][S:4](=[O:5])[CH3:6].[CH3:8][S+:9]([CH3:10])[CH3:11].[Cl:12][c:13]1[c:14]([CH:15]=[O:16])[cH:17][cH:18][cH:19][cH:20]1.[I-:7].[Na+:2].[O:21]1[CH2:22][CH2:23][CH2:24][CH2:25]1.[OH-:1].[OH2:26]>>[CH2:8]1[CH:15]([c:14]2[c:13]([Cl:12])[cH:20][cH:19][cH:18][cH:17]2)[O:16]1. The reactants are C(C#C)N (2-propynylamine), C1=CC=CC=C1 (benzene), ClC1=CC=C(OC2CN(C2)C(=O)Cl)C=C1 (3-(4-chlorophenoxy)-1-azetidinecarbonyl chloride), C([O-])([O-])=O.[K+].[K+] (potassium carbonate). Run in O1CCCC1 (tetrahydrofuran), O (water). Run at time 16 hour. Yields the product ClC1=CC=C(OC2CN(C2)C(=O)NCC#C)C=C1 (3-(4-Chlorophenoxy)-N-(2-propynyl)-1-azetidinecarboxamide). Reaction SMILES: [Cl:1][C:2]1[CH:15]=[CH:14][C:5]([O:6][CH:7]2[CH2:10][N:9]([C:11](Cl)=[O:12])[CH2:8]2)=[CH:4][CH:3]=1.C(=O)([O-])[O-].[K+].[K+].[CH2:22]([NH2:25])[C:23]#[CH:24].C1C=CC=CC=1>O1CCCC1.O>[Cl:1][C:2]1[CH:15]=[CH:14][C:5]([O:6][CH:7]2[CH2:10][N:9]([C:11]([NH:25][CH2:22][C:23]#[CH:24])=[O:12])[CH2:8]2)=[CH:4][CH:3]=1 |f:1.2.3|. Procedure details: A stirred mixture of 7.4 g (0.03 mole) of 3-(4-chlorophenoxy)-1-azetidinecarbonyl chloride and 4.5 g (0.03 mole) of potassium carbonate in 20 ml of tetrahydrofuran was treated with 1.7 g (0.03 mole) of 2-propynylamine added dropwise from a needle and syringe. After stirring for 16 hr, the reaction mixture was diluted with 400 ml of water and the resulting tan solid was collected by filtration, yielding 7.7 g of crude product. Repeated triturations of the crude product with hot benzene gave upon ... The product is C(C)OP(=S)(OCC)N(C1=CC=CC=C1)SCNC(OC1=C(C=CC=C1)OC(C)C)=O (2-isopropoxyphenyl [[(diethoxyphosphinothioyl)anilino]thio]methylcarbamate). Reaction conditions: temperature 0 celsius, time 4 hour. As a reaction SMILES: Cl[S:2][N:3]([C:12]1[CH:17]=[CH:16][CH:15]=[CH:14][CH:13]=1)[P:4](=[S:11])([O:8][CH2:9][CH3:10])[O:5][CH2:6][CH3:7].[CH3:18][NH:19][C:20](=[O:32])[O:21][C:22]1[CH:27]=[CH:26][CH:25]=[CH:24][C:23]=1[O:28][CH:29]([CH3:31])[CH3:30].CN(C)C=O>C(OCC)C.O>[CH2:6]([O:5][P:4]([N:3]([S:2][CH2:18][NH:19][C:20](=[O:32])[O:21][C:22]1[CH:27]=[CH:26][CH:25]=[CH:24][C:23]=1[O:28][CH:29]([CH3:30])[CH3:31])[C:12]1[CH:17]=[CH:16][CH:15]=[CH:14][CH:13]=1)([O:8][CH2:9][CH3:10])=[S:11])[CH3:7]. Procedure details: The O,O-diethyl N-(chlorothio)phenylphosphoramidothioate as a yellow oil obtained in Part A, above, is dissolved in a minimal amount of diethyl ether (about 5 ml) and the ether solution is added to a cooled (0° C.) solution consisting of 6.34 gm (0.030 mole) of 2-isopropoxyphenyl methylcarbamate and 20 ml dimethylformamide. This reaction mixture is stirred as it is permitted to warm to 25° C., and stirring is continued for four hours. The mixture is then diluted with 100 ml water and extracted w... Starting materials: ClSN(P(OCC)(OCC)=S)C1=CC=CC=C1 (O,O-diethyl N-(chlorothio)phenylphosphoramidothioate), CNC(OC1=C(C=CC=C1)OC(C)C)=O (2-isopropoxyphenyl methylcarbamate), CN(C=O)C (dimethylformamide). Solvent: C(C)OCC (diethyl ether), O (water), CCOCC (ether).